This data is from the Open Reaction Database (ORD), a public repository of structured organic reaction records. The task is: describe an organic reaction: reactants, conditions, products, and yield Reactants: N1=CC=CC=C1 (pyridine), Cl (hydrochloric acid), CC=1NC(N(C(C1C(=O)OCC)C1=C(C(=CC=C1)Cl)Cl)C(=O)OCC)=O (3,6-dihydro-4-methyl-6-(2,3-dichlorophenyl)-2-oxo-1,5(2H)pyrimidinedicarboxylic acid, diethyl ester), COC=1NC(=C(C(N1)C1=C(C(=CC=C1)Cl)Cl)C(=O)OCC)C (1,4-dihydro-2-methoxy-6-methyl-4-(2,3-dichlorophenyl)-5-pyrimidinecarboxylic acid, ethyl ester), ClC(=O)OCC (ethyl chloroformate), acetone hexanes. Run in O1C(CCC1)CO (tetrahydrofuran-methanol), ClCCl (dichloromethane). Conditions: time 8 hour. Yields the product CC1NC(N(C(=C1C(=O)OCC)C1=C(C(=CC=C1)Cl)Cl)C(=O)OCC)=O (1,4-Dihydro-4-methyl-6-(2,3-dichlorophenyl)-2-oxo-1,5(2H)-pyrimidinedicarboxylic acid, diethyl ester). Reaction SMILES: COC1NC(C)=C(C(OCC)=O)C(C2C=CC=C(Cl)C=2Cl)N=1.N1C=CC=CC=1.ClC(OCC)=O.Cl.[CH3:36][C:37]1[NH:38][C:39](=[O:61])[N:40]([C:56]([O:58][CH2:59][CH3:60])=[O:57])[CH:41]([C:48]2[CH:53]=[CH:52][CH:51]=[C:50]([Cl:54])[C:49]=2[Cl:55])[C:42]=1[C:43]([O:45][CH2:46][CH3:47])=[O:44]>ClCCl.O1CCCC1CO>[CH3:36][CH:37]1[C:42]([C:43]([O:45][CH2:46][CH3:47])=[O:44])=[C:41]([C:48]2[CH:53]=[CH:52][CH:51]=[C:50]([Cl:54])[C:49]=2[Cl:55])[N:40]([C:56]([O:58][CH2:59][CH3:60])=[O:57])[C:39](=[O:61])[NH:38]1. Reported procedure: A solution of 1,4-dihydro-2-methoxy-6-methyl-4-(2,3-dichlorophenyl)-5-pyrimidinecarboxylic acid, ethyl ester (1.3 g., 3.8 mmole) in dichloromethane (10 ml.) is cooled to 0° and treated with pyridine (0.6 ml., 7.58 mmole) followed by ethyl chloroformate (0.4 ml., 4.0 mmole). The cooling bath is removed and the reaction is allowed to stir at room temperature overnight. The solvent is then stripped off to provide a colorless solid. This material is dissolved in tetrahydrofuran-methanol (10 ml. of 1...